Dataset: the Open Reaction Database (ORD), a public repository of structured organic reaction records. Task: describe an organic reaction: reactants, conditions, products, and yield Starting materials: CC(C)(C)OC(=O)N1CCNCC1, O=C([O-])[O-], CCOC(=O)c1ccc(Cl)nc1, [K+], [K+], CN(C)C=O, O. The product is CCOC(=O)c1ccc(N2CCNCC2)nc1. RXN SMILES: [C:13]([O:14][C:15](=[O:16])[N:20]1[CH2:21][CH2:22][NH:23][CH2:24][CH2:25]1)([CH3:17])([CH3:18])[CH3:19].[C:26](=[O:27])([O-:28])[O-:29].[Cl:1][c:2]1[n:3][cH:4][c:5]([C:6](=[O:7])[O:8][CH2:9][CH3:10])[cH:11][cH:12]1.[K+:30].[K+:31].[O:33]=[CH:34][N:35]([CH3:36])[CH3:37].[OH2:32]>>[c:2]1([N:20]2[CH2:21][CH2:22][NH:23][CH2:24][CH2:25]2)[n:3][cH:4][c:5]([C:6](=[O:7])[O:8][CH2:9][CH3:10])[cH:11][cH:12]1. The reactants are CN1CCN(CC1)CCC(=O)OC (Methyl 3-(4-methylpiperazin-1-yl)propanoate), C(CCCCCCCCCCC)N (dodecylamine). Solvent: C(Cl)(Cl)Cl.CO (CHCl3 MeOH). Reaction conditions: temperature 185 celsius. Product: C(CCCCCCCCCCC)NC(CCN1CCN(CC1)C)=O (N-dodecyl-3-(4-methylpiperazin-1-yl)propanamide). RXN SMILES: [CH3:1][N:2]1[CH2:7][CH2:6][N:5]([CH2:8][CH2:9][C:10]([O:12]C)=O)[CH2:4][CH2:3]1.[CH2:14]([NH2:26])[CH2:15][CH2:16][CH2:17][CH2:18][CH2:19][CH2:20][CH2:21][CH2:22][CH2:23][CH2:24][CH3:25]>C(Cl)(Cl)Cl.CO>[CH2:14]([NH:26][C:10](=[O:12])[CH2:9][CH2:8][N:5]1[CH2:4][CH2:3][N:2]([CH3:1])[CH2:7][CH2:6]1)[CH2:15][CH2:16][CH2:17][CH2:18][CH2:19][CH2:20][CH2:21][CH2:22][CH2:23][CH2:24][CH3:25] |f:2.3|. Reported procedure: Methyl 3-(4-methylpiperazin-1-yl)propanoate 40.0 g (0.21 moles) and dodecylamine 39.7 g (0.21 moles) are charged into a 3-neck 250-mL round bottom flask equipped with a Dean-Stark trap, thermocouple, and reflux condenser. The mixture is agitated using a magnetic stirring bar and heated to 185° C. for five hours. The volume of methanol that is distilled from the reaction is used to monitor the progress of the reaction. Evidence of the chemical transformation is observed by thin layer chromatograp... Reactants: CC(C)(O)CNc1c([N+](=O)[O-])c2nnnn2c2ccccc12, [Na+], [OH-], O. The product is O=[N+]([O-])c1c(O)c2ccccc2n2nnnc12. RXN SMILES: [CH3:3][C:4]([OH:5])([CH3:6])[CH2:23][NH:24][c:7]1[c:8]([N+:20](=[O:21])[O-:22])[c:9]2[n:10]([c:11]3[cH:12][cH:13][cH:14][cH:15][c:16]13)[n:17][n:18][n:19]2.[Na+:2].[OH-:1].[OH2:25]>>[OH:1][c:7]1[c:8]([N+:20](=[O:21])[O-:22])[c:9]2[n:10]([c:11]3[cH:12][cH:13][cH:14][cH:15][c:16]13)[n:17][n:18][n:19]2. The product is FC1=CC=C(C=C1)S(=O)(=O)N(C)CCN1CCN(CC1)C1=C(C=CC=C1)OC (4-Fluoro-N-(2-(4-(2-methoxyphenyl)-piperazin-1-yl)-ethyl)-N-methyl Benzene Sulfonamide). RXN SMILES: [F:1][C:2]1[CH:7]=[CH:6][C:5]([S:8]([N:11]([CH3:25])[CH2:12][CH2:13]OS(C2C=CC(F)=CC=2)(=O)=O)(=[O:10])=[O:9])=[CH:4][CH:3]=1.[CH3:26][O:27][C:28]1[CH:33]=[CH:32][CH:31]=[CH:30][C:29]=1[N:34]1[CH2:39][CH2:38][NH:37][CH2:36][CH2:35]1>>[F:1][C:2]1[CH:3]=[CH:4][C:5]([S:8]([N:11]([CH2:12][CH2:13][N:37]2[CH2:36][CH2:35][N:34]([C:29]3[CH:30]=[CH:31][CH:32]=[CH:33][C:28]=3[O:27][CH3:26])[CH2:39][CH2:38]2)[CH3:25])(=[O:9])=[O:10])=[CH:6][CH:7]=1. Reported procedure: The title compound was prepared using the procedure described in Example 1 using 4-fluorobenzenesulfonic acid 2-((4-fluorobenzenesulfonyl)-methyl-amino)-ethyl ester (D2) and 4-(2-methoxyphenyl)-piperazine. MH+ 408. Starting materials: FC1=CC=C(C=C1)S(=O)(=O)N(CCOS(=O)(=O)C1=CC=C(C=C1)F)C (4-Fluorobenzenesulfonic Acid 2-((4-Fluorobenzenesulfonyl)-methyl-amino)-ethyl Ester), COC1=C(C=CC=C1)N1CCNCC1 (4-(2-methoxyphenyl)-piperazine). The reactants are [Cr](=O)(=O)(O)O (chromic acid), CC(=O)C.OS(=O)(=O)O.O=[Cr](=O)=O (Jones reagent), C(C)(=O)OC=1C=C2C(C(=COC2=CC1OC(C)=O)C=O)=O (6,7-Diacetoxychromone-3-carboxaldehyde). Solvent: S(O)(O)(=O)=O (sulfuric acid), CC(=O)C (acetone), O (water). Product: C(C)(=O)OC=1C=C2C(C(=COC2=CC1OC(C)=O)C(=O)O)=O (6,7-Diacetoxychromone-3-carboxylic acid). As a reaction SMILES: [C:1]([O:4][C:5]1[CH:6]=[C:7]2[C:12](=[CH:13][C:14]=1[O:15][C:16](=[O:18])[CH3:17])[O:11][CH:10]=[C:9]([CH:19]=[O:20])[C:8]2=[O:21])(=[O:3])[CH3:2].CC(C)=[O:24].OS(O)(=O)=O.O=[Cr](=O)=O.[Cr](O)(O)(=O)=O>CC(C)=O.S(=O)(=O)(O)O.O>[C:1]([O:4][C:5]1[CH:6]=[C:7]2[C:12](=[CH:13][C:14]=1[O:15][C:16](=[O:18])[CH3:17])[O:11][CH:10]=[C:9]([C:19]([OH:24])=[O:20])[C:8]2=[O:21])(=[O:3])[CH3:2] |f:1.2.3|. Reported procedure: 6,7-Diacetoxychromone-3-carboxaldehyde (17.8 g) was dissolved in acetone (1 liter). To this solution was added dropwise with stirring Jones reagent (32.8 ml) which had been previously prepared by dissolving chromic acid (133.6 g) in concentrated sulfuric acid (115 ml) diluted with water to a volume of 500 ml.